Task: describe an organic reaction: reactants, conditions, products, and yield. Dataset: the Open Reaction Database (ORD), a public repository of structured organic reaction records Starting materials: Cl (hydrochloric acid), C(C)C1(C(C2=C(C(=C(C=C2C1C1=CC=CC=C1)O)Cl)Cl)=O)C (2-ethyl-2-methyl-3-phenyl-6,7-dichloro-5-hydroxy-1-indanone), C([O-])([O-])=O.[K+].[K+] (potassium carbonate), BrCC(=O)OCC (ethyl bromoacetate), [OH-].[Na+] (sodium hydroxide). Solvent: O (water), CN(C=O)C (dimethylformamide), O (water). Conditions: temperature 80 celsius. Yields the product O=C1C(C(C2=CC(=C(C(=C12)Cl)Cl)OCC(=O)O)C1=CC=CC=C1)(C)CC ((1-Oxo-2-ethyl-2-methyl-3-phenyl-6,7-dichloro-5-indanyloxy)acetic Acid). RXN SMILES: [CH2:1]([C:3]1([CH3:22])[CH:11]([C:12]2[CH:17]=[CH:16][CH:15]=[CH:14][CH:13]=2)[C:10]2[C:5](=[C:6]([Cl:20])[C:7]([Cl:19])=[C:8]([OH:18])[CH:9]=2)[C:4]1=[O:21])[CH3:2].C(=O)([O-])[O-].[K+].[K+].Br[CH2:30][C:31]([O:33]CC)=[O:32].[OH-].[Na+].Cl>CN(C)C=O.O>[O:21]=[C:4]1[C:5]2[C:10](=[CH:9][C:8]([O:18][CH2:30][C:31]([OH:33])=[O:32])=[C:7]([Cl:19])[C:6]=2[Cl:20])[CH:11]([C:12]2[CH:17]=[CH:16][CH:15]=[CH:14][CH:13]=2)[C:3]1([CH2:1][CH3:2])[CH3:22] |f:1.2.3,5.6|. Reported procedure: A stirred mixture of 2-ethyl-2-methyl-3-phenyl-6,7-dichloro-5-hydroxy-1-indanone (6.24 g., 0.0186 mole), potassium carbonate (5.15 g., 0.0372 mole) and ethyl bromoacetate (6.22 g., 0.0372 mole) in dimethylformamide (60 ml.) is warmed at 55°-60° C. for 3 hours, then treated with water (60 ml.) and 10N sodium hydroxide solution (5 ml., 0.05 mole) and heated at 80°C. for one hour. The reaction mixture is added slowly to water (800 ml.)-6N hydrochloric acid (20 ml.) to precipitate (1-oxo-2-ethyl-2-m... The reactants are CN1C(=NC=C1[N+](=O)[O-])CO (1-methyl-2-hydroxymethyl-5-nitro-imidazole), [N+](=O)([O-])C1=C(C=CC(=C1)C(F)(F)F)F (2-nitro-4-trifluoromethylfluoro-benzene). Run in butanone-2, C(C)N(CC)CC (triethylamine). Product: CN1C(=NC=C1[N+](=O)[O-])COC1=C(C=C(C=C1)C(F)(F)F)[N+](=O)[O-] (1-methyl-2-(4-trifluoromethyl-2-nitrophenoxymethyl)-5-nitro-imidazole). Reaction SMILES: [CH3:1][N:2]1[C:6]([N+:7]([O-:9])=[O:8])=[CH:5][N:4]=[C:3]1[CH2:10][OH:11].[N+:12]([C:15]1[CH:20]=[C:19]([C:21]([F:24])([F:23])[F:22])[CH:18]=[CH:17][C:16]=1F)([O-:14])=[O:13]>C(N(CC)CC)C>[CH3:1][N:2]1[C:6]([N+:7]([O-:9])=[O:8])=[CH:5][N:4]=[C:3]1[CH2:10][O:11][C:16]1[CH:17]=[CH:18][C:19]([C:21]([F:24])([F:22])[F:23])=[CH:20][C:15]=1[N+:12]([O-:14])=[O:13]. Procedure details: 15.7 Grams (0.1 mole) of 1-methyl-2-hydroxymethyl-5-nitro-imidazole and 21.0 g (0.1 mole) of 2-nitro-4-trifluoromethylfluoro-benzene dissolved in 100 ml of butanone-2 were mixed with 15 g of triethylamine and were heated for 2 hours on a steam bath. The crystals obtained when the solution had been cooled were suction-filtered, were washed with water and were recrystallized from a little isopropanol, while adding charcoal. As a result, 25 g (= 72% of the theory) of 1-methyl-2-(4-trifluoromethyl-2... Starting materials: CC1=NOC2=C1C=C(C=C2)OC2=C(C(=O)O)C=CC=N2 (2-(3-Methyl-benzo-(d)isoxazol-5-yloxy)-nicotinic acid), CC(C)O (propan-2-ol). Product: OC(C)(C)C1CCC(CC1)CNC(C1=C(N=CC=C1)OC=1C=CC2=C(C(=NO2)C)C1)=O (N-(4-(1-Hydroxy-1-methyl-ethyl)-cyclohexylmethyl)-2-(3-methyl-benzo(d)-isoxazol-5-yloxy)-nicotinamide). As a reaction SMILES: [CH3:1][C:2]1[C:6]2[CH:7]=[C:8]([O:11][C:12]3[N:20]=[CH:19][CH:18]=[CH:17][C:13]=3[C:14]([OH:16])=O)[CH:9]=[CH:10][C:5]=2[O:4][N:3]=1.[CH3:21][CH:22]([OH:24])[CH3:23]>>[OH:24][C:22]([CH:9]1[CH2:8][CH2:7][CH:6]([CH2:2][NH:3][C:14](=[O:16])[C:13]2[CH:17]=[CH:18][CH:19]=[N:20][C:12]=2[O:11][C:8]2[CH:9]=[CH:10][C:5]3[O:4][N:3]=[C:2]([CH3:1])[C:6]=3[CH:7]=2)[CH2:5][CH2:10]1)([CH3:23])[CH3:21]. Reported procedure: Prepared from 2-(3-Methyl-benzo-(d)isoxazol-5-yloxy)-nicotinic acid and trans-2-Aminomethyl-cyclohexyl)-propan-2-ol. mp 135-7° C. Starting materials: CCOC(C)=O, COC(=O)c1cc(C=O)ccc1C, Cl, CN(C)C=O, O. Product: COC(=O)c1cc(C(=O)O)ccc1C. Reaction SMILES: [CH3:16][CH2:17][O:18][C:19]([CH3:20])=[O:21].[CH:1](=[O:2])[c:3]1[cH:4][cH:5][c:6]([CH3:13])[c:7]([C:8](=[O:9])[O:10][CH3:11])[cH:12]1.[ClH:15].[O:22]=[CH:23][N:24]([CH3:25])[CH3:26].[OH2:14]>>[C:1](=[O:2])([c:3]1[cH:4][cH:5][c:6]([CH3:13])[c:7]([C:8](=[O:9])[O:10][CH3:11])[cH:12]1)[OH:18]. Starting materials: [Si](C)(C)(C(C)(C)C)OCCOCCCCCCN1C(O[C@@H](C1)C1=CC2=C(OC(OC2)(C)C)C=C1)=O ((5R)-3-[6-(2-{[tert-butyl(dimethyl)silyl]oxy}ethoxy)hexyl]-5-(2,2-dimethyl-4H-1,3-benzodioxin-6-yl)-1,3-oxazolidin-2-one), [F-].C(CCC)[N+](CCCC)(CCCC)CCCC (tetrabutylammonium fluoride). Run in C1CCOC1 (THF). Run at temperature 20 celsius, time 2.75 hour. Yields the product CC1(OCC2=C(O1)C=CC(=C2)[C@@H]2CN(C(O2)=O)CCCCCCOCCO)C ((5R)-5-(2,2-Dimethyl-4H-1,3-benzodioxin-6-yl)-3-[6-(2-hydroxyethoxy)hexyl]-1,3-oxazolidin-2-one). Isolated yield 91.5%. Reaction SMILES: [Si]([O:8][CH2:9][CH2:10][O:11][CH2:12][CH2:13][CH2:14][CH2:15][CH2:16][CH2:17][N:18]1[CH2:22][C@@H:21]([C:23]2[CH:34]=[CH:33][C:26]3[O:27][C:28]([CH3:32])([CH3:31])[O:29][CH2:30][C:25]=3[CH:24]=2)[O:20][C:19]1=[O:35])(C(C)(C)C)(C)C.[F-].C([N+](CCCC)(CCCC)CCCC)CCC>C1COCC1>[CH3:31][C:28]1([CH3:32])[O:27][C:26]2[CH:33]=[CH:34][C:23]([C@H:21]3[O:20][C:19](=[O:35])[N:18]([CH2:17][CH2:16][CH2:15][CH2:14][CH2:13][CH2:12][O:11][CH2:10][CH2:9][OH:8])[CH2:22]3)=[CH:24][C:25]=2[CH2:30][O:29]1 |f:1.2|. Procedure: A solution of (5R)-3-[6-(2-{[tert-butyl(dimethyl)silyl]oxy}ethoxy)hexyl]-5-(2,2-dimethyl-4H-1,3-benzodioxin-6-yl)-1,3-oxazolidin-2-one (0.79 g) in THF (30 ml) was treated with tetrabutylammonium fluoride on silica gel (3.08 g) and the mixture stirred under nitrogen at 20° C. for 2.75 h. The reaction mixture was filtered and the filtrate evaporated in vacuo to give a residue which was purified by SPE on silica. Elution with dichloromethane, then EtOAc followed by solvent evaporation in vacuo gave... The reactants are [BH4-].[Na+] (Sodium borohydride), [Cl-].[Ca+2].[Cl-] (calcium chloride), C(CC)NC(=O)C1=CC=C(C=C1)NC(=O)N1CC2=CC=C(C=C2C1)C(=O)OC (methyl 2-(4-(propylcarbamoyl)phenylcarbamoyl)isoindoline-5-carboxylate). Run in C(C)O (ethanol), O1CCCC1 (tetrahydrofuran). Reaction conditions: time 18 hour. Yields the product OCC=1C=C2CN(CC2=CC1)C(=O)NC1=CC=C(C=C1)C(NCCC)=O (5-(hydroxymethyl)-N-[4-(propylcarbamoyl)phenyl]-1,3-dihydro-2H-isoindole-2-carboxamide). Reaction SMILES: [Cl-].[Ca+2].[Cl-].[CH2:4]([NH:7][C:8]([C:10]1[CH:15]=[CH:14][C:13]([NH:16][C:17]([N:19]2[CH2:27][C:26]3[C:21](=[CH:22][CH:23]=[C:24]([C:28](OC)=[O:29])[CH:25]=3)[CH2:20]2)=[O:18])=[CH:12][CH:11]=1)=[O:9])[CH2:5][CH3:6].[BH4-].[Na+]>C(O)C.O1CCCC1>[OH:29][CH2:28][C:24]1[CH:25]=[C:26]2[C:21](=[CH:22][CH:23]=1)[CH2:20][N:19]([C:17]([NH:16][C:13]1[CH:14]=[CH:15][C:10]([C:8](=[O:9])[NH:7][CH2:4][CH2:5][CH3:6])=[CH:11][CH:12]=1)=[O:18])[CH2:27]2 |f:0.1.2,4.5|. Reported procedure: A solution of calcium chloride (0.031 g, 0.277 mmol) in ethanol (0.8 mL) was added to a suspension of methyl 2-(4-(propylcarbamoyl)phenylcarbamoyl)isoindoline-5-carboxylate (0.04 g, 0.105 mmol) in tetrahydrofuran (1 mL). Sodium borohydride (0.02 g, 0.524 mmol) was then added in one portion and the suspension stirred at room temperature. After 18 hours, the mixture was concentrated to remove tetrahydrofuran then saturated aqueous sodium bicarbonate and water was added. The suspension was filtered...